Dataset: the Open Reaction Database (ORD), a public repository of structured organic reaction records. Task: describe an organic reaction: reactants, conditions, products, and yield The reactants are C1(CCCCC1)CCC[C@H](CC(=O)OC(C)(C)C)C1=NC(=NO1)COS(=O)(=O)C1=CC=C(C=C1)C (tert-butyl(3R)-6-cyclohexyl-3-[3-({[(4-methylphenyl)sulfonyl]oxy}methyl)-1,2,4-oxadiazol-5-yl]hexanoate), COCCN (2-methoxyethylamine). Yields the product C1(CCCCC1)CCC[C@H](CC(=O)OC(C)(C)C)C1=NC(=NO1)CNCCOC (tert-butyl(3R)-6-cyclohexyl-3-(3-{[(2-methoxyethyl)amino]methyl}-1,2,4-oxadiazol-5-yl)hexanoate). The yield is 91.7%. Reaction SMILES: [CH:1]1([CH2:7][CH2:8][CH2:9][C@@H:10]([C:19]2[O:23][N:22]=[C:21]([CH2:24]OS(C3C=CC(C)=CC=3)(=O)=O)[N:20]=2)[CH2:11][C:12]([O:14][C:15]([CH3:18])([CH3:17])[CH3:16])=[O:13])[CH2:6][CH2:5][CH2:4][CH2:3][CH2:2]1.[CH3:36][O:37][CH2:38][CH2:39][NH2:40]>>[CH:1]1([CH2:7][CH2:8][CH2:9][C@@H:10]([C:19]2[O:23][N:22]=[C:21]([CH2:24][NH:40][CH2:39][CH2:38][O:37][CH3:36])[N:20]=2)[CH2:11][C:12]([O:14][C:15]([CH3:18])([CH3:16])[CH3:17])=[O:13])[CH2:6][CH2:5][CH2:4][CH2:3][CH2:2]1. Procedure details: Method as for preparation 5 using tert-butyl(3R)-6-cyclohexyl-3-[3-({[(4-methylphenyl)sulfonyl]oxy}methyl)-1,2,4-oxadiazol-5-yl]hexanoate (preparation 177) (500 mg, 0.99 mmol) and 2-methoxyethylamine (225 mg, 2.97 mmol) as starting materials to afford the title compound as a colourless oil (372 mg). The reactants are CC(N)=S, CN(C)C=O, N#Cc1ccc(Cl)cc1, Cl. The product is NC(=S)c1ccc(Cl)cc1. Reaction SMILES: [CH3:10][C:11]([NH2:12])=[S:13].[CH3:15][N:16]([CH3:17])[CH:18]=[O:19].[Cl:1][c:2]1[cH:3][cH:4][c:5]([C:6]#[N:7])[cH:8][cH:9]1.[ClH:14]>>[Cl:1][c:2]1[cH:3][cH:4][c:5]([C:6]([NH2:7])=[S:13])[cH:8][cH:9]1. Starting materials: BrC(=C)C1=CC(=C(C=C1)OC)OCC (1-bromo-1-(3-ethoxy-4-methoxyphenyl)ethene), [Li]C(C)(C)C (t-BuLi), C(=O)C=C (acrolein). Product: C(C)OC=1C=C(C=CC1OC)C(=C)C(C=C)O (2-(3-Ethoxy-4-methoxyphenyl)-1,4-pentadien-3-ol). The yield is 86.2%. As a reaction SMILES: Br[C:2]([C:4]1[CH:9]=[CH:8][C:7]([O:10][CH3:11])=[C:6]([O:12][CH2:13][CH3:14])[CH:5]=1)=[CH2:3].[Li]C(C)(C)C.[CH:20]([CH:22]=[CH2:23])=[O:21]>>[CH2:13]([O:12][C:6]1[CH:5]=[C:4]([C:2]([CH:20]([OH:21])[CH:22]=[CH2:23])=[CH2:3])[CH:9]=[CH:8][C:7]=1[O:10][CH3:11])[CH3:14]. Procedure: According to the General Procedure C, 1-bromo-1-(3-ethoxy-4-methoxyphenyl)ethene (1.40 g, 5.44 mmol), t-BuLi (8.00 ml, 13.60 mmol) and acrolein (914 mg, 16.32 mmol) are converted to give after workup and chromatography [SiO2, PE/EE gradient from 5:1 to 2:1, Rf (PE/EE=2:1)=0.31] the title compound (1.10 g, 4.69 mmol) as a colorless oil; Reactants: CCOC(C)=O, CC#N, COC(=O)CN1C(=O)C2(CC(=O)N(Cc3cccc(Cl)c3)C2=O)c2cc(Cl)ccc21, Cl, C[Si](C)(C)I. Product: O=C(O)CN1C(=O)C2(CC(=O)N(Cc3cccc(Cl)c3)C2=O)c2cc(Cl)ccc21. As a reaction SMILES: [CH3:37][CH2:38][O:39][C:40](=[O:41])[CH3:42].[CH3:43][C:44]#[N:45].[Cl:1][c:2]1[cH:3][c:4]2[c:8]([cH:9][cH:10]1)[N:7]([CH2:11][C:12](=[O:13])[O:14][CH3:15])[C:6](=[O:16])[C:5]21[C:17](=[O:30])[N:18]([CH2:22][c:23]2[cH:24][c:25]([Cl:29])[cH:26][cH:27][cH:28]2)[C:19](=[O:21])[CH2:20]1.[ClH:36].[I:31][Si:32]([CH3:33])([CH3:34])[CH3:35]>>[Cl:1][c:2]1[cH:3][c:4]2[c:8]([cH:9][cH:10]1)[N:7]([CH2:11][C:12](=[O:13])[OH:14])[C:6](=[O:16])[C:5]21[C:17](=[O:30])[N:18]([CH2:22][c:23]2[cH:24][c:25]([Cl:29])[cH:26][cH:27][cH:28]2)[C:19](=[O:21])[CH2:20]1. Reactants: C(O)(O)=O.NNC(=N)N (Aminoguanidine bicarbonate), P(O)(O)(O)=O (phosphoric acid), C(=O)=O (carbon dioxide). Solvent: O (water). Yields the product P(=O)([O-])([O-])[O-].NNC(=[NH2+])N.NNC(=[NH2+])N.NNC(=[NH2+])N (Aminoguanidinium Phosphate). Isolated yield 143.0%. As a reaction SMILES: C(=O)(O)O.[NH2:5][NH:6][C:7]([NH2:9])=[NH:8].[P:10](=[O:14])([OH:13])([OH:12])[OH:11].C(=O)=O>O>[P:10]([O-:14])([O-:13])([O-:12])=[O:11].[NH2:5][NH:6][C:7]([NH2:9])=[NH2+:8].[NH2:5][NH:6][C:7]([NH2:9])=[NH2+:8].[NH2:5][NH:6][C:7]([NH2:9])=[NH2+:8] |f:0.1,5.6.7.8|. Procedure: Aminoguanidine bicarbonate (38 g, 0.5 mole) was slurried in 150 ml of water and phosphoric acid (59.5 g of 85% H3PO4, 0.5 mole) dropped in causing the evolution of carbon dioxide. After stirring about a half hour a clear solution resulted. Approximately one half the solvent was vacuum stripped and the remaining solution cooled to precipitate the product. The solids were filtered, ethanol washed and vacuum dried to give 76.3 g of product melting 140.5°-142.5° C. Reactants: CCO, CCOC=C(C(=O)OCC)C(=O)c1cc(F)c(Cl)c([N+](=O)[O-])c1Cl, N. Product: CCOC(=O)C(=CN)C(=O)c1cc(F)c(Cl)c([N+](=O)[O-])c1Cl. Reaction SMILES: [CH3:26][CH2:27][OH:28].[Cl:1][c:2]1[c:3]([C:4](=[O:5])[C:6]([C:7](=[O:8])[O:9][CH2:10][CH3:11])=[CH:12][O:13][CH2:14][CH3:15])[cH:16][c:17]([F:24])[c:18]([Cl:23])[c:19]1[N+:20](=[O:21])[O-:22].[NH3:25]>>[Cl:1][c:2]1[c:3]([C:4](=[O:5])[C:6]([C:7](=[O:8])[O:9][CH2:10][CH3:11])=[CH:12][NH2:25])[cH:16][c:17]([F:24])[c:18]([Cl:23])[c:19]1[N+:20](=[O:21])[O-:22]. Reactants: CsCO3, S(=O)(=O)(C1=CC=C(C)C=C1)OCCOCCOCCOS(=O)(=O)C1=CC=C(C)C=C1 (triethylene glycol ditosylate). Solvent: C(C)(=O)OCC (ethyl acetate). Yields the product C(COCCOCCO)O (Triethylene glycol). The yield is 89.0%. As a reaction SMILES: S([O:11][CH2:12][CH2:13][O:14][CH2:15][CH2:16][O:17][CH2:18][CH2:19][O:20]S(C1C=CC(C)=CC=1)(=O)=O)(C1C=CC(C)=CC=1)(=O)=O>C(OCC)(=O)C>[CH2:12]([OH:11])[CH2:13][O:14][CH2:15][CH2:16][O:17][CH2:18][CH2:19][OH:20]. Procedure: To a 25 mL schlenk flask with Kontes valve and stirbar under argon 1 (1.67 mmol, 0.423 g) was added and the flask evacuated and backfilled with argon 3×. Anhydrous DMF (12.2 mL) was added via syringe and the solution stirred at rt. Next, anhydrous CsCO3 (3.52 mmol, 1.15 g) was added followed by triethylene glycol ditosylate (0.808 mmol, 0.371 g) and the mixture stirred at rt. The vessel was closed, stirred and heated to 70° C. for ca. 12 h. The reaction was allowed to cool to rt then diluted wit... The reactants are C(C)[C@@H]1[C@@H]([C@]2(C)[C@@H](C1)[C@@H]1CCC3=CC(CC[C@@H]3[C@H]1CC2)=O)O (16β-ethyl-17β-hydroxy-4-estren-3-one), CN(C)C (trimethylamine), C(CCCCC)(=O)OC(C(=O)Cl)C (2-(n-hexanoyloxy)propionyl chloride), C(O)([O-])=O.[Na+] (sodium hydrogen carbonate). Run in ClCCl (dichloromethane), C(C)(=O)OCC (ethyl acetate). Product: C(C)[C@@H]1[C@@H]([C@]2(C)[C@@H](C1)[C@@H]1CCC3=CC(CC[C@@H]3[C@H]1CC2)=O)OC(C(C)OC(CCCCC)=O)=O (16β-Ethyl-17β-(2-(n-hexanoyloxy)propionyl)oxy-4-estren-3-one). RXN SMILES: [CH2:1]([C@H:3]1[CH2:8][C@H:7]2[C@H:9]3[C@H:18]([CH2:19][CH2:20][C@:5]2([CH3:6])[C@H:4]1[OH:22])[C@@H:17]1[C:12](=[CH:13][C:14](=[O:21])[CH2:15][CH2:16]1)[CH2:11][CH2:10]3)[CH3:2].CN(C)C.[C:27]([O:34][CH:35]([CH3:39])[C:36](Cl)=[O:37])(=[O:33])[CH2:28][CH2:29][CH2:30][CH2:31][CH3:32].C(=O)([O-])O.[Na+]>ClCCl.C(OCC)(=O)C>[CH2:1]([C@H:3]1[CH2:8][C@H:7]2[C@H:9]3[C@H:18]([CH2:19][CH2:20][C@:5]2([CH3:6])[C@H:4]1[O:22][C:36](=[O:37])[CH:35]([O:34][C:27](=[O:33])[CH2:28][CH2:29][CH2:30][CH2:31][CH3:32])[CH3:39])[C@@H:17]1[C:12](=[CH:13][C:14](=[O:21])[CH2:15][CH2:16]1)[CH2:11][CH2:10]3)[CH3:2] |f:3.4|. Reported procedure: In 15 ml of dichloromethane are dissolved 0.75 g of 16β-ethyl-17β-hydroxy-4-estren-3-one and 0.5 ml of trimethylamine, and 0.5 ml of 2-(n-hexanoyloxy)propionyl chloride is added to the solution. The mixture is refluxed for 2 hours. After cooling, the reaction mixture is poured into a mixture of 100 ml of ethyl acetate and 30 ml of saturated aqueous sodium hydrogen carbonate solution. The organic layer is separated, washed with water and saturated aqueous sodium chloride solution and dried over a... Product: COc1nc(-c2ccccc2)cnc1N. Starting materials: COc1nc(Br)cnc1N, O=C([O-])[O-], Cc1ccccc1, CCO, CCOC(C)=O, [Na+], [Na+], OB(O)c1ccccc1. Reaction SMILES: [Br:1][c:2]1[n:3][c:4]([O:9][CH3:10])[c:5]([NH2:8])[n:6][cH:7]1.[C:20](=[O:21])([O-:22])[O-:23].[CH3:26][c:27]1[cH:28][cH:29][cH:30][cH:31][cH:32]1.[CH3:33][CH2:34][OH:35].[CH3:36][CH2:37][O:38][C:39]([CH3:40])=[O:41].[Na+:24].[Na+:25].[c:11]1([B:17]([OH:18])[OH:19])[cH:12][cH:13][cH:14][cH:15][cH:16]1>>[c:2]1(-[c:11]2[cH:12][cH:13][cH:14][cH:15][cH:16]2)[n:3][c:4]([O:9][CH3:10])[c:5]([NH2:8])[n:6][cH:7]1. Reactants: [OH-].[Na+] (NaOH), CC(=O)C=O (pyruvic aldehyde), NC(C(=O)N)C(=O)N (2-amino-malonamide), Cl (HCl). Solvent: O (water). Run at temperature -20 celsius, time 8 hour. The product is OC=1C(=NC(=CN1)C)C(=O)N (3-hydroxy-6-methyl-pyrazine-2-carboxylic acid amide). As a reaction SMILES: [OH-].[Na+].[CH3:3][C:4]([CH:6]=O)=O.[NH2:8][CH:9]([C:13]([NH2:15])=[O:14])[C:10]([NH2:12])=[O:11].Cl>O>[OH:11][C:10]1[C:9]([C:13]([NH2:15])=[O:14])=[N:8][C:4]([CH3:6])=[CH:3][N:12]=1 |f:0.1|. Reported procedure: An aqueous solution of NaOH (10.6 mL, 12.5N, 0.133mol) is added dropwise to a 40% water solution of pyruvic aldehyde (24 g, 9.6 g, 0.133mol) and 2-amino-malonamide (16 g, 0.136mol) at −20° C., keeping the temperature bellow 0° C. The reaction mixture is mechanically stirred overnight at r.t and then the reaction mixture is cooled to −20° C. and HCl conc. (16 mL, 0.16 mol) is slowly added keeping the temperature bellow 0° C. and stirred at r.t. for 48 h. The reaction mixture is cooled in an ice b...